Dataset: the Open Reaction Database (ORD), a public repository of structured organic reaction records. Task: describe an organic reaction: reactants, conditions, products, and yield The reactants are Nc1nccc2[nH]c(Sc3cc4c(cc3Br)OCO4)nc12, O=C([O-])[O-], Cc1ccc(S(=O)(=O)OCCC2CCN(C=O)CC2)cc1, [Cs+], [Cs+], CN(C)C=O, O. Yields the product Nc1nccc2c1nc(Sc1cc3c(cc1Br)OCO3)n2CCC1CCN(C=O)CC1. RXN SMILES: [Br:1][c:2]1[c:3]([S:11][c:12]2[nH:13][c:14]3[c:15]([c:16]([NH2:20])[n:17][cH:18][cH:19]3)[n:21]2)[cH:4][c:5]2[c:6]([cH:10]1)[O:7][CH2:8][O:9]2.[C:43](=[O:44])([O-:45])[O-:46].[CH3:22][c:23]1[cH:24][cH:25][c:26]([S:27]([O:28][CH2:33][CH2:34][CH:35]2[CH2:36][CH2:37][N:38]([CH:41]=[O:42])[CH2:39][CH2:40]2)(=[O:29])=[O:30])[cH:31][cH:32]1.[Cs+:47].[Cs+:48].[O:49]=[CH:50][N:51]([CH3:52])[CH3:53].[OH2:54]>>[Br:1][c:2]1[c:3]([S:11][c:12]2[n:13]([CH2:33][CH2:34][CH:35]3[CH2:36][CH2:37][N:38]([CH:41]=[O:42])[CH2:39][CH2:40]3)[c:14]3[c:15]([c:16]([NH2:20])[n:17][cH:18][cH:19]3)[n:21]2)[cH:4][c:5]2[c:6]([cH:10]1)[O:7][CH2:8][O:9]2.